From a dataset of the Open Reaction Database (ORD), a public repository of structured organic reaction records. describe an organic reaction: reactants, conditions, products, and yield Starting materials: Cl.NO (hydroxylamine hydrochloride), C(C)(=O)[O-].[Na+] (sodium acetate), O (water), ClC1=C(C=CC=C1)N1C=C(C2=CC=CC=C12)CC(C)=O (1-(2-chlorophenyl)-3-(2-oxopropyl)indole). Run in C(C)O (ethyl alcohol). Conditions: time 8 hour. The product is ClC1=C(C=CC=C1)N1C=C(C2=CC=CC=C12)CC(C)=NO (1-(2-chlorophenyl)-3-(2-hydroxyiminopropyl)indole). As a reaction SMILES: Cl.[NH2:2][OH:3].C([O-])(=O)C.[Na+].O.[Cl:10][C:11]1[CH:16]=[CH:15][CH:14]=[CH:13][C:12]=1[N:17]1[C:25]2[C:20](=[CH:21][CH:22]=[CH:23][CH:24]=2)[C:19]([CH2:26][C:27](=O)[CH3:28])=[CH:18]1>C(O)C>[Cl:10][C:11]1[CH:16]=[CH:15][CH:14]=[CH:13][C:12]=1[N:17]1[C:25]2[C:20](=[CH:21][CH:22]=[CH:23][CH:24]=2)[C:19]([CH2:26][C:27](=[N:2][OH:3])[CH3:28])=[CH:18]1 |f:0.1,2.3|. Procedure: 2.1g (0.03 mole) of hydroxylamine hydrochloride and 2.1g of sodium acetate dissolved in 10 ml. of water are added to 5.8g (0.02 mole) of 1-(2-chlorophenyl)-3-(2-oxopropyl)indole dissolved in 50 ml of ethyl alcohol. Stirring is carried out overnight at room temperature, the oxime which has precipitated is filtered (without heat), washed with water and dried. It is recrystallised from 30 ml of di-isopropyl ether. RXN SMILES: [Br:1][c:2]1[cH:3][c:4]2[c:9]([cH:10][cH:11]1)[O:8][C:7]1([CH2:6][CH2:5]2)[CH2:12][CH2:13][CH2:14]1.[CH2:15]([Li:16])[CH2:17][CH2:18][CH3:19].[CH2:70]1[O:71][CH2:72][CH2:73][CH2:74]1.[CH3:20][O:21][c:22]1[c:23]([CH:24]=[O:25])[cH:26][c:27]([C:30]2([OH:69])[O:31][CH:32]([CH2:60][O:61][CH2:62][c:63]3[cH:64][cH:65][cH:66][cH:67][cH:68]3)[CH:33]([O:52][CH2:53][c:54]3[cH:55][cH:56][cH:57][cH:58][cH:59]3)[CH:34]([O:44][CH2:45][c:46]3[cH:47][cH:48][cH:49][cH:50][cH:51]3)[CH:35]2[O:36][CH2:37][c:38]2[cH:39][cH:40][cH:41][cH:42][cH:43]2)[cH:28][cH:29]1.[CH3:75][c:76]1[cH:77][cH:78][cH:79][cH:80][cH:81]1>>[c:2]1([C:24]([c:23]2[c:22]([O:21][CH3:20])[cH:29][cH:28][c:27]([C:30]3([OH:69])[O:31][CH:32]([CH2:60][O:61][CH2:62][c:63]4[cH:64][cH:65][cH:66][cH:67][cH:68]4)[CH:33]([O:52][CH2:53][c:54]4[cH:55][cH:56][cH:57][cH:58][cH:59]4)[CH:34]([O:44][CH2:45][c:46]4[cH:47][cH:48][cH:49][cH:50][cH:51]4)[CH:35]3[O:36][CH2:37][c:38]3[cH:39][cH:40][cH:41][cH:42][cH:43]3)[cH:26]2)=[O:25])[cH:3][c:4]2[c:9]([cH:10][cH:11]1)[O:8][C:7]1([CH2:6][CH2:5]2)[CH2:12][CH2:13][CH2:14]1. Starting materials: Brc1ccc2c(c1)CCC1(CCC1)O2, [Li]CCCC, C1CCOC1, COc1ccc(C2(O)OC(COCc3ccccc3)C(OCc3ccccc3)C(OCc3ccccc3)C2OCc2ccccc2)cc1C=O, Cc1ccccc1. The product is COc1ccc(C2(O)OC(COCc3ccccc3)C(OCc3ccccc3)C(OCc3ccccc3)C2OCc2ccccc2)cc1C(=O)c1ccc2c(c1)CCC1(CCC1)O2. Reactants: 79, C1(=CC=CC=C1)CN1CCN(CC1)CCN1C(NC2=C1C=CC=C2)=O (1,3-dihydro-1-{2-[4-(phenylmethyl)-1-piperazinyl]ethyl}-2H-benzimidazol-2-one), [H][H] (hydrogen). The reagents and catalysts are [Pd] (palladium-on-charcoal). The solvent is CO (methanol). Yields the product N1(CCNCC1)CCN1C(NC2=C1C=CC=C2)=O (1,3-dihydro-1-[2-(1-piperazinyl)ethyl]-2H-benzimidazol-2-one). RXN SMILES: C1(C[N:8]2[CH2:13][CH2:12][N:11]([CH2:14][CH2:15][N:16]3[C:20]4[CH:21]=[CH:22][CH:23]=[CH:24][C:19]=4[NH:18][C:17]3=[O:25])[CH2:10][CH2:9]2)C=CC=CC=1.[H][H]>[Pd].CO>[N:11]1([CH2:14][CH2:15][N:16]2[C:20]3[CH:21]=[CH:22][CH:23]=[CH:24][C:19]=3[NH:18][C:17]2=[O:25])[CH2:12][CH2:13][NH:8][CH2:9][CH2:10]1. Reported procedure: A mixture of 79 parts of 1,3-dihydro-1-{2-[4-(phenylmethyl)-1-piperazinyl]ethyl}-2H-benzimidazol-2-one and 320 parts of methanol is hydrogenated at normal pressure and at room temperature with 10 parts of palladium-on-charcoal catalyst 10%. After the calculated amount of hydrogen is taken up, the catalyst is filtered off and the filtrate is evaporated. The oily residue is alkalized with ammonium hydroxide and a small amount of water is added. The product is extracted with trichloromethane. The e... Reactants: C(\C=C\C(=O)O)(=O)O (fumaric acid), COC1=C(C=O)C=CC(=C1)OC (2,4-Dimethoxybenzaldehyde), FC1=CC=C(C(C2=CC=CC=C2)N2CCNCC2)C=C1 (4-fluorobenzhydrylpiperazine), C(=O)O (formic acid). Solvent: C(C)O (ethanol). Reaction conditions: time 1 hour. The product is C(\C=C\C(=O)O)(=O)O.COC1=C(CN2CCN(CC2)C(C2=CC=C(C=C2)F)C2=CC=CC=C2)C=CC(=C1)OC (1-(2,4-dimethoxybenzyl)-4-(4-fluorobenzhydryl)piperazine fumarate). Isolated yield 30.4%. Reaction SMILES: [CH3:1][O:2][C:3]1[CH:10]=[C:9]([O:11][CH3:12])[CH:8]=[CH:7][C:4]=1[CH:5]=O.[F:13][C:14]1[CH:32]=[CH:31][C:17]([CH:18]([N:25]2[CH2:30][CH2:29][NH:28][CH2:27][CH2:26]2)[C:19]2[CH:24]=[CH:23][CH:22]=[CH:21][CH:20]=2)=[CH:16][CH:15]=1.C(O)=O.[C:36]([OH:43])(=[O:42])/[CH:37]=[CH:38]/[C:39]([OH:41])=[O:40]>C(O)C>[C:36]([OH:43])(=[O:42])/[CH:37]=[CH:38]/[C:39]([OH:41])=[O:40].[CH3:1][O:2][C:3]1[CH:10]=[C:9]([O:11][CH3:12])[CH:8]=[CH:7][C:4]=1[CH2:5][N:28]1[CH2:27][CH2:26][N:25]([CH:18]([C:19]2[CH:20]=[CH:21][CH:22]=[CH:23][CH:24]=2)[C:17]2[CH:16]=[CH:15][C:14]([F:13])=[CH:32][CH:31]=2)[CH2:30][CH2:29]1 |f:5.6|. Procedure: 2,4-Dimethoxybenzaldehyde (6.65 g; 40.0 millimoles) and 10.8 g (39.9 millimoles) of 4-fluorobenzhydrylpiperazine (see German OLS 1929330) were melted in an oil bath at 120° C., and 2.3 ml (61.0 millimoles) of formic acid was added dropwise. The mixture was stirred for 1 hour under heat, and then allowed to cool to room temperature. Then, 50 ml of an ethanol solution containing 5.0 g (43.1 millimoles) of fumaric acid was added, and the precipitated crystals were collected by filtration. Recrystal... Starting materials: [H-].[Na+] (NaH), CN([C@H]1CN(CC1)C1=CC=C(C=C1)NC(=O)C=1SC(=CC1CCCl)Br)C (5-Bromo-3-(2-chloro-ethyl)-thiophene-2-carboxylic acid [4-((R)-3-dimethylamino-pyrrolidin-1-yl)-phenyl]-amide), O (Water), C(C)(=O)OCC (ethyl acetate). Run in C1CCOC1 (THF). Yields the product BrC1=CC2=C(C(N(CC2)C2=CC=C(C=C2)N2C[C@@H](CC2)N(C)C)=O)S1 (2-Bromo-6-[4-((R)-3-dimethylamino-pyrrolidin-1-yl)-phenyl]-5,6-dihydro-4H-thieno[2,3-c]pyridin-7-one). As a reaction SMILES: [H-].[Na+].[CH3:3][N:4]([CH3:28])[C@@H:5]1[CH2:9][CH2:8][N:7]([C:10]2[CH:15]=[CH:14][C:13]([NH:16][C:17]([C:19]3[S:20][C:21]([Br:27])=[CH:22][C:23]=3[CH2:24][CH2:25]Cl)=[O:18])=[CH:12][CH:11]=2)[CH2:6]1.O.C(OCC)(=O)C>C1COCC1>[Br:27][C:21]1[S:20][C:19]2[C:17](=[O:18])[N:16]([C:13]3[CH:14]=[CH:15][C:10]([N:7]4[CH2:8][CH2:9][C@@H:5]([N:4]([CH3:28])[CH3:3])[CH2:6]4)=[CH:11][CH:12]=3)[CH2:25][CH2:24][C:23]=2[CH:22]=1 |f:0.1|. Procedure: NaH (60% in oil; 175.4 mg) was added in small portions to a solution of 5-Bromo-3-(2-chloro-ethyl)-thiophene-2-carboxylic acid [4-((R)-3-dimethylamino-pyrrolidin-1-yl)-phenyl]-amide (612.2 mg) in THF (3.1 mL) at 0° C. The mixture was warmed to room temperature and stirred over night. Water and ethyl acetate was added to the mixture. The aqueous phase was extracted with ethyl acetate three times. The combined organic phases were dried over sodium sulfate and the solvent was removed in vacuum. In ...